The task is: describe an organic reaction: reactants, conditions, products, and yield. This data is from the Open Reaction Database (ORD), a public repository of structured organic reaction records. Reactants: ClCCl, O=C(O)C(F)(F)F, CC(C)(C)OC(=O)N1CCC(c2ccc(OCCOc3c(Cl)cccc3Cl)cc2)=C(C(=O)N(Cc2cccc(Cl)c2Cl)C2CC2)C1CN. The product is NCC1NCCC(c2ccc(OCCOc3c(Cl)cccc3Cl)cc2)=C1C(=O)N(Cc1cccc(Cl)c1Cl)C1CC1. RXN SMILES: [Cl:56][CH2:57][Cl:58].[F:49][C:50]([F:51])([F:52])[C:53]([OH:54])=[O:55].[NH2:1][CH2:2][CH:3]1[N:4]([C:42]([O:43][C:44]([CH3:45])([CH3:46])[CH3:47])=[O:48])[CH2:5][CH2:6][C:7]([c:24]2[cH:25][cH:26][c:27]([O:30][CH2:31][CH2:32][O:33][c:34]3[c:35]([Cl:41])[cH:36][cH:37][cH:38][c:39]3[Cl:40])[cH:28][cH:29]2)=[C:8]1[C:9]([N:10]([CH2:11][c:12]1[c:13]([Cl:19])[c:14]([Cl:18])[cH:15][cH:16][cH:17]1)[CH:20]1[CH2:21][CH2:22]1)=[O:23]>>[NH2:1][CH2:2][CH:3]1[NH:4][CH2:5][CH2:6][C:7]([c:24]2[cH:25][cH:26][c:27]([O:30][CH2:31][CH2:32][O:33][c:34]3[c:35]([Cl:41])[cH:36][cH:37][cH:38][c:39]3[Cl:40])[cH:28][cH:29]2)=[C:8]1[C:9]([N:10]([CH2:11][c:12]1[c:13]([Cl:19])[c:14]([Cl:18])[cH:15][cH:16][cH:17]1)[CH:20]1[CH2:21][CH2:22]1)=[O:23].